This data is from the Open Reaction Database (ORD), a public repository of structured organic reaction records. The task is: describe an organic reaction: reactants, conditions, products, and yield Starting materials: ClC=1C=C(C=C(C1OC1=CC=C(C=C1)OC)C)N1N=CC(NC1=O)=O (2-{3-chloro-4-[4-methoxy-phenoxy]-5-methyl-phenyl}-2H-[1,2,4]triazine-3,5-dione), C1(=CC=CC=C1)S(=O)(=O)O (benzenesulfonic acid). Solvent: CS(=O)(=O)O.O=P12OP3(=O)OP(=O)(O1)OP(=O)(O2)O3 (Eaton's reagent). Reaction conditions: temperature 80 celsius, time 30 minute. The product is ClC=1C=C(C=C(C1OC1=CC(=C(C=C1)OC)S(=O)(=O)C1=CC=CC=C1)C)N1N=CC(NC1=O)=O (2-{3-Chloro-4-[3-(benzenesulfonyl)-4-methoxy-phenoxy]-5-methyl-phenyl}-2H-[1,2,4]triazine-3,5-dione). As a reaction SMILES: [Cl:1][C:2]1[CH:3]=[C:4]([N:18]2[C:23](=[O:24])[NH:22][C:21](=[O:25])[CH:20]=[N:19]2)[CH:5]=[C:6]([CH3:17])[C:7]=1[O:8][C:9]1[CH:14]=[CH:13][C:12]([O:15][CH3:16])=[CH:11][CH:10]=1.[C:26]1([S:32](O)(=[O:34])=[O:33])[CH:31]=[CH:30][CH:29]=[CH:28][CH:27]=1>CS(O)(=O)=O.O=P12OP3(OP(OP(O3)(O1)=O)(=O)O2)=O>[Cl:1][C:2]1[CH:3]=[C:4]([N:18]2[C:23](=[O:24])[NH:22][C:21](=[O:25])[CH:20]=[N:19]2)[CH:5]=[C:6]([CH3:17])[C:7]=1[O:8][C:9]1[CH:14]=[CH:13][C:12]([O:15][CH3:16])=[C:11]([S:32]([C:26]2[CH:31]=[CH:30][CH:29]=[CH:28][CH:27]=2)(=[O:34])=[O:33])[CH:10]=1 |f:2.3|. Procedure details: A mixture of 2-{3-chloro-4-[4-methoxy-phenoxy]-5-methyl-phenyl}-2H-[1,2,4]triazine-3,5-dione (1.0 g) and benzenesulfonic acid (0.9 g) in Eaton's reagent (5 mL) was heated at 80° C. for 8 h. The reaction was poured over ice, stirred for 30 min, solids filtered, dried and flash chromatographed on silica gel (30-100% THF/hexanes) to afford the title compound of Step A, 0.66 g. Starting materials: C(C=1C(C(=O)[O-])=CC=CC1)(=O)O[O-].[Mg+2] (magnesium monoperoxyphthalate), FC1=CC(=C(C=C1)SC)[N+](=O)[O-] (4-fluoro-1-methylsulfanyl-2-nitrobenzene). Run in CO (methanol), ClCCl (dichloromethane). Conditions: temperature 20 celsius, time 3 hour. Yields the product FC1=CC(=C(C=C1)S(=O)C)[N+](=O)[O-] (4-fluoro-1-methylsulfinyl-2-nitrobenzene). Isolated yield 63.0%. Reaction SMILES: C(O[O-])(=O)C1C(=CC=CC=1)C([O-])=[O:5].[Mg+2].[F:15][C:16]1[CH:21]=[CH:20][C:19]([S:22][CH3:23])=[C:18]([N+:24]([O-:26])=[O:25])[CH:17]=1>CO.ClCCl>[F:15][C:16]1[CH:21]=[CH:20][C:19]([S:22]([CH3:23])=[O:5])=[C:18]([N+:24]([O-:26])=[O:25])[CH:17]=1 |f:0.1|. Procedure details: 4-Fluoro-1-methylsulfinyl-2-nitrobenzene can be obtained in the following way: 4.7 g of magnesium monoperoxyphthalate are added portionwise to a solution, under argon, of 1.9 g of 4-fluoro-1-methylsulfanyl-2-nitrobenzene in 6 ml of methanol and 30 ml of dichloromethane. The reaction mixture is then stirred at a temperature in the region of 20° C. for 3 hours, and is then filtered through sintered glass and the solid is washed with dichloromethane. The filtrate is washed with an aqueous sodium hy... Starting materials: BrC=1C=C(C(=O)NC2CC2)C=C(C1C)F (3-Bromo-N-cyclopropyl-5-fluoro-4-methylbenzamide), BrC=1C=C(C(=O)NC2CC2)C=C(C1C)F (3-Bromo-N-cyclopropyl-5-fluoro-4-methylbenzamide), C1(CC1)CNC(C1=CC=C(C=C1)B1OC(C(O1)(C)C)(C)C)=O (N-cyclopropylmethyl-4-(4,4,5,5-tetramethyl-[1,3,2]dioxaborolan-2-yl)benzamide), C([O-])([O-])=O.[Na+].[Na+] (sodium carbonate). The reagents and catalysts are C=1C=CC(=CC1)[P](C=2C=CC=CC2)(C=3C=CC=CC3)[Pd]([P](C=4C=CC=CC4)(C=5C=CC=CC5)C=6C=CC=CC6)([P](C=7C=CC=CC7)(C=8C=CC=CC8)C=9C=CC=CC9)[P](C=1C=CC=CC1)(C=1C=CC=CC1)C=1C=CC=CC1 (tetrakis(triphenylphosphine)palladium). Solvent: COCCOC (DME). Run at temperature 80 celsius. Yields the product C1(CC1)NC(=O)C=1C=C(C(=C(C1)F)C)C1=CC=C(C=C1)C(=O)NCC1CC1 (N3-cyclopropyl-N4′-(cyclopropylmethyl)-5-fluoro-6-methyl-1,1′-biphenyl-3,4′-dicarboxamide). Yield: 61.9%. RXN SMILES: Br[C:2]1[CH:3]=[C:4]([CH:11]=[C:12]([F:15])[C:13]=1[CH3:14])[C:5]([NH:7][CH:8]1[CH2:10][CH2:9]1)=[O:6].[CH:16]1([CH2:19][NH:20][C:21](=[O:37])[C:22]2[CH:27]=[CH:26][C:25](B3OC(C)(C)C(C)(C)O3)=[CH:24][CH:23]=2)[CH2:18][CH2:17]1.C(=O)([O-])[O-].[Na+].[Na+]>COCCOC.C1C=CC([P]([Pd]([P](C2C=CC=CC=2)(C2C=CC=CC=2)C2C=CC=CC=2)([P](C2C=CC=CC=2)(C2C=CC=CC=2)C2C=CC=CC=2)[P](C2C=CC=CC=2)(C2C=CC=CC=2)C2C=CC=CC=2)(C2C=CC=CC=2)C2C=CC=CC=2)=CC=1>[CH:8]1([NH:7][C:5]([C:4]2[CH:3]=[C:2]([C:25]3[CH:26]=[CH:27][C:22]([C:21]([NH:20][CH2:19][CH:16]4[CH2:18][CH2:17]4)=[O:37])=[CH:23][CH:24]=3)[C:13]([CH3:14])=[C:12]([F:15])[CH:11]=2)=[O:6])[CH2:10][CH2:9]1 |f:2.3.4,^1:53,55,74,93|. Procedure details: 3-Bromo-N-cyclopropyl-5-fluoro-4-methylbenzamide (Intermediate 1, 40 mg, 0.15 mmol), N-cyclopropylmethyl-4-(4,4,5,5-tetramethyl-[1,3,2]dioxaborolan-2-yl)benzamide (45 mg, 0.15 mmol) and tetrakis(triphenylphosphine)palladium (17 mg, 0.015 mmol) were dissolved in DME (3 ml) and aqueous sodium carbonate (1M, 150 μl) was added. The mixture was refluxed at 80° C. for 16 hours. Solvent was removed in vacuo and the residue was purified by silica biotage chromatography, eluting with ethyl acetate:cycloh... Reactants: [OH-].[Na+] (sodium hydroxide), COC1=CC=C(C=C1)C(N1C=NC2=C1C=CC=C2OC2=C(C(=O)OC)C=CC(=C2)N2CCN(CC2)CC2=C(CC(CC2)(C)C)C2=CC=C(C=C2)Cl)C2=CC=C(C=C2)OC (methyl 2-(1-(bis(4-methoxyphenyl)methyl)-1H-benzo[d]imidazol-4-yloxy)-4-(4-((2-(4-chlorophenyl)-4,4-dimethylcyclohex-1-enyl)methyl)piperazin-1-yl)benzoate). The solvent is O (water), CO (methanol), O1CCCC1 (tetrahydrofuran). Reaction conditions: temperature 50 celsius. Yields the product COC1=CC=C(C=C1)C(N1C=NC2=C1C=CC=C2OC2=C(C(=O)O)C=CC(=C2)N2CCN(CC2)CC2=C(CC(CC2)(C)C)C2=CC=C(C=C2)Cl)C2=CC=C(C=C2)OC (2-(1-(bis(4-methoxyphenyl)methyl)-1H-benzo[d]imidazol-4-yloxy)-4-(4-((2-(4-chlorophenyl)-4,4-dimethylcyclohex-1-enyl)methyl)piperazin-1-yl)benzoic acid). RXN SMILES: [CH3:1][O:2][C:3]1[CH:8]=[CH:7][C:6]([CH:9]([C:52]2[CH:57]=[CH:56][C:55]([O:58][CH3:59])=[CH:54][CH:53]=2)[N:10]2[C:14]3[CH:15]=[CH:16][CH:17]=[C:18]([O:19][C:20]4[CH:29]=[C:28]([N:30]5[CH2:35][CH2:34][N:33]([CH2:36][C:37]6[CH2:42][CH2:41][C:40]([CH3:44])([CH3:43])[CH2:39][C:38]=6[C:45]6[CH:50]=[CH:49][C:48]([Cl:51])=[CH:47][CH:46]=6)[CH2:32][CH2:31]5)[CH:27]=[CH:26][C:21]=4[C:22]([O:24]C)=[O:23])[C:13]=3[N:12]=[CH:11]2)=[CH:5][CH:4]=1.[OH-].[Na+]>CO.O1CCCC1.O>[CH3:1][O:2][C:3]1[CH:4]=[CH:5][C:6]([CH:9]([C:52]2[CH:57]=[CH:56][C:55]([O:58][CH3:59])=[CH:54][CH:53]=2)[N:10]2[C:14]3[CH:15]=[CH:16][CH:17]=[C:18]([O:19][C:20]4[CH:29]=[C:28]([N:30]5[CH2:31][CH2:32][N:33]([CH2:36][C:37]6[CH2:42][CH2:41][C:40]([CH3:44])([CH3:43])[CH2:39][C:38]=6[C:45]6[CH:46]=[CH:47][C:48]([Cl:51])=[CH:49][CH:50]=6)[CH2:34][CH2:35]5)[CH:27]=[CH:26][C:21]=4[C:22]([OH:24])=[O:23])[C:13]=3[N:12]=[CH:11]2)=[CH:7][CH:8]=1 |f:1.2|. Procedure: To a solution of EXAMPLE 403F (545 mg) in a mixture of methanol (7.50 mL) and tetrahydrofuran (7.50 mL) was added a solution of sodium hydroxide (269 mg) in water (3.0 mL). The reaction mixture was heated at 50° C. for 18 hours and then concentrated. The residue was mixed with water (100 mL) and the pH was adjusted to ca. 7 with 1M aqueous hydrochloric acid. The mixture was extracted with 10% methanol in methylene chloride (10×50 mL), and the combined organic layers were concentrated to provide ... The reactants are O=C1CCC(=O)N1Br, ClC(Cl)(Cl)Cl, CCCCCC, Cc1ccccc1, O=C1OCc2c(Cl)cccc21. The product is O=C1OC(Br)c2c(Cl)cccc21. As a reaction SMILES: [Br:12][N:13]1[C:14](=[O:15])[CH2:16][CH2:17][C:18]1=[O:19].[C:26]([Cl:27])([Cl:28])([Cl:29])[Cl:30].[CH3:20][CH2:21][CH2:22][CH2:23][CH2:24][CH3:25].[CH3:31][c:32]1[cH:33][cH:34][cH:35][cH:36][cH:37]1.[Cl:1][c:2]1[c:3]2[c:7]([cH:8][cH:9][cH:10]1)[C:6](=[O:11])[O:5][CH2:4]2>>[Cl:1][c:2]1[c:3]2[c:7]([cH:8][cH:9][cH:10]1)[C:6](=[O:11])[O:5][CH:4]2[Br:12].